From a dataset of the Open Reaction Database (ORD), a public repository of structured organic reaction records. describe an organic reaction: reactants, conditions, products, and yield Reactants: [Si](C1=CC=CC=C1)(C1=CC=CC=C1)(C(C)(C)C)OC[C@H](CC)N1C([C@@H](C[C@@H]([C@H]1C1=CC=C(C=C1)Cl)C1=CC(=CC=C1)Cl)CC(=O)OC)=O (Methyl 2-((3S,5R,6S)-1-((S)-1-((tert-butyldiphenylsilyl)oxy)butan-2-yl)-5-(3-chlorophenyl)-6-(4-chlorophenyl)-2-oxopiperidin-3-yl)acetate), IC (iodomethane), CN(C)P(=O)(N(C)C)N(C)C (HMPA), [Li+].C[Si](C)(C)[N-][Si](C)(C)C (LHMDS). The solvent is C1CCOC1 (THF), C1(=CC=CC=C1)C (toluene). Reaction conditions: temperature -78 celsius, time 30 minute. Yields the product [Si](C1=CC=CC=C1)(C1=CC=CC=C1)(C(C)(C)C)OC[C@H](CC)N1C([C@@H](C[C@@H]([C@H]1C1=CC=C(C=C1)Cl)C1=CC(=CC=C1)Cl)C(C(=O)OC)C)=O (Methyl 2-((3S,5R,6S)-1-((S)-1-((tert-butyldiphenylsilyl)oxy)butan-2-yl)-5-(3-chlorophenyl)-6-(4-chlorophenyl)-2-oxopiperidin-3-yl)propanoate). RXN SMILES: [Si:1]([O:18][CH2:19][C@@H:20]([N:23]1[C@H:28]([C:29]2[CH:34]=[CH:33][C:32]([Cl:35])=[CH:31][CH:30]=2)[C@@H:27]([C:36]2[CH:41]=[CH:40][CH:39]=[C:38]([Cl:42])[CH:37]=2)[CH2:26][C@@H:25]([CH2:43][C:44]([O:46][CH3:47])=[O:45])[C:24]1=[O:48])[CH2:21][CH3:22])([C:14]([CH3:17])([CH3:16])[CH3:15])([C:8]1[CH:13]=[CH:12][CH:11]=[CH:10][CH:9]=1)[C:2]1[CH:7]=[CH:6][CH:5]=[CH:4][CH:3]=1.[CH3:49]N(P(N(C)C)(N(C)C)=O)C.[Li+].C[Si]([N-][Si](C)(C)C)(C)C.IC>C1COCC1.C1(C)C=CC=CC=1>[Si:1]([O:18][CH2:19][C@@H:20]([N:23]1[C@H:28]([C:29]2[CH:30]=[CH:31][C:32]([Cl:35])=[CH:33][CH:34]=2)[C@@H:27]([C:36]2[CH:41]=[CH:40][CH:39]=[C:38]([Cl:42])[CH:37]=2)[CH2:26][C@@H:25]([CH:43]([CH3:49])[C:44]([O:46][CH3:47])=[O:45])[C:24]1=[O:48])[CH2:21][CH3:22])([C:14]([CH3:15])([CH3:17])[CH3:16])([C:8]1[CH:13]=[CH:12][CH:11]=[CH:10][CH:9]=1)[C:2]1[CH:3]=[CH:4][CH:5]=[CH:6][CH:7]=1 |f:2.3|. Reported procedure: Methyl 2-((3S,5R,6S)-1-((S)-1-((tert-butyldiphenylsilyl)oxy)butan-2-yl)-5-(3-chlorophenyl)-6-(4-chlorophenyl)-2-oxopiperidin-3-yl)acetate (Example 127, Step C) was azetroped with toluene 3× and then dissolved in THF (14 mL) under Ar and the mixture was cooled to −78° C. HMPA (236 μL, 1.356 mmol) and LHMDS (1.0M in THF) (1356 μL, 1.356 mmol) were added under Ar at −78° C. The mixture was stirred at −78° C. for 30 min. The mixture color turned light yellow. Then iodomethane (110 μL, 1.763 mmol) wa... Reactants: BrC=1C=C2C(=C(C(=NC2=CC1)C)S(=O)(=O)C)C1=CC=CC=C1 (6-Bromo-3-methanesulfonyl-2-methyl-4-phenyl-quinoline), compound, C([O-])([O-])=O.[Cs+].[Cs+] (cesium carbonate), N1CCCCC1 (piperidine). Reagents/catalysts: C1(=CC=CC=C1)P(C1=C(C2=CC=CC=C2C=C1)C1=C(C=CC2=CC=CC=C12)P(C1=CC=CC=C1)C1=CC=CC=C1)C1=CC=CC=C1 (rac-2,2′-bis(diphenylphosphino)-1,1′-binaphthyl). Run in O1CCOCC1.C(C)(C)(C)O (dioxane tert.-butanol), CCCCCCC (heptane). Reaction conditions: temperature 120 celsius. Product: CS(=O)(=O)C=1C(=NC2=CC=C(C=C2C1C1=CC=CC=C1)N1CCCCC1)C (3-Methanesulfonyl-2-methyl-4-phenyl-6-piperidin-1-yl-quinoline). Yield: 398.5%. RXN SMILES: C(=O)([O-])[O-].[Cs+].[Cs+].Br[C:8]1[CH:9]=[C:10]2[C:15](=[CH:16][CH:17]=1)[N:14]=[C:13]([CH3:18])[C:12]([S:19]([CH3:22])(=[O:21])=[O:20])=[C:11]2[C:23]1[CH:28]=[CH:27][CH:26]=[CH:25][CH:24]=1.[NH:29]1[CH2:34][CH2:33][CH2:32][CH2:31][CH2:30]1>O1CCOCC1.C(O)(C)(C)C.CCCCCCC.C1(P(C2C=CC=CC=2)C2C=CC3C(=CC=CC=3)C=2C2C3C(=CC=CC=3)C=CC=2P(C2C=CC=CC=2)C2C=CC=CC=2)C=CC=CC=1>[CH3:22][S:19]([C:12]1[C:13]([CH3:18])=[N:14][C:15]2[C:10]([C:11]=1[C:23]1[CH:28]=[CH:27][CH:26]=[CH:25][CH:24]=1)=[CH:9][C:8]([N:29]1[CH2:34][CH2:33][CH2:32][CH2:31][CH2:30]1)=[CH:17][CH:16]=2)(=[O:21])=[O:20] |f:0.1.2,5.6|. Reported procedure: A tube placed under argon was charged with tris(dibenzylideneacetone)dipalladium chloroform complex (3 mg), rac-2,2′-bis(diphenylphosphino)-1,1′-binaphthyl (3 mg) and cesium carbonate (121 mg, 0.37 mmol). 6-Bromo-3-methanesulfonyl-2-methyl-4-phenyl-quinoline (compound of example 2) (100 mg, 0.26 mmol) in dioxane/tert.-butanol 1:1 (15 ml) was added, followed by piperidine (0.027 ml, 0.031 mmol). The tube was sealed and heated at 120° C. for 2 h. The reaction mixture was cooled to 20° C., diluted ... Reactants: C(CCC)N(C(=O)Cl)CCCC (dibutylcarbamoyl chloride), S1C2=C(C=C1)C(CCC2)N (4,5,6,7-tetrahydrobenzo[b]thiophen-4-amine). Yields the product C(CCC)N(C(=O)NC1CCCC=2SC=CC21)CCCC (1,1-dibutyl-3-(4,5,6,7-tetrahydrobenzo[b]thien-4-yl)urea). RXN SMILES: [CH2:1]([N:5]([CH2:9][CH2:10][CH2:11][CH3:12])[C:6](Cl)=[O:7])[CH2:2][CH2:3][CH3:4].[S:13]1[CH:17]=[CH:16][C:15]2[CH:18]([NH2:22])[CH2:19][CH2:20][CH2:21][C:14]1=2>>[CH2:1]([N:5]([CH2:9][CH2:10][CH2:11][CH3:12])[C:6]([NH:22][CH:18]1[C:15]2[CH:16]=[CH:17][S:13][C:14]=2[CH2:21][CH2:20][CH2:19]1)=[O:7])[CH2:2][CH2:3][CH3:4]. Reported procedure: Similarly, diethyl-, dipropyl-, and dibutylcarbamoyl chloride are reacted with 4,5,6,7-tetrahydrobenzo[b]thiophen-4-amine to afford 1,1-diethyl-, 1,1-dipropyl-, and 1,1-dibutyl-3-(4,5,6,7-tetrahydrobenzo[b]thien-4-yl)urea, respectively. Substitution of the above-mentioned carbamoyl chlorides with the corresponding thiocarbamoyl chlorides affords the corresponding thioureas.